This data is from the Open Reaction Database (ORD), a public repository of structured organic reaction records. The task is: describe an organic reaction: reactants, conditions, products, and yield The reactants are ClC1=CC(N(S1)C)=O (5-chloro-2-methyl-4-isothiazoline-3-one), CN1SC=CC1=O (2-methyl-4-isothiazoline-3-one). The solvent is C(CO)O (ethyleneglycol). Yields the product CN1C(=O)C=CS1.CN1C(=O)C=C(S1)Cl (Zonen F). Reaction SMILES: [Cl:1][C:2]1[S:6][N:5]([CH3:7])[C:4](=[O:8])[CH:3]=1.CN1C(=O)C=CS1>C(O)CO>[CH3:7][N:5]1[S:6][CH:2]=[CH:3][C:4]1=[O:8].[CH3:7][N:5]1[S:6][C:2]([Cl:1])=[CH:3][C:4]1=[O:8] |f:3.4|. Procedure: A chemical containing 14 weight % of a mixture of 5-chloro-2-methyl-4-isothiazoline-3-one (C1-MIT) and 2-methyl-4-isothiazoline-3-one (MIT) together with ethyleneglycol.